This data is from the Open Reaction Database (ORD), a public repository of structured organic reaction records. The task is: describe an organic reaction: reactants, conditions, products, and yield Reactants: FC1=C(C=CC(=C1)F)N1C=C(C(C2=CC(=C(N=C12)Cl)F)=O)C(=O)O (1-(2,4-difluorophenyl)-6-fluoro-7-chloro-4-oxo-1,4-dihydro-1,8-naphthyridine-3-carboxylic acid), CON=C1CNCC12CN(C2)C(=O)OC(C)(C)C (t-butyl 8-(methoxyimino)-2,6-diazaspiro[3,4]octane-2-carboxylate), C(C)#N (acetonitrile). Run in C(C)N(CC)CC (triethylamine). Conditions: temperature 50 celsius, time 4 hour. Yields the product C(C)(C)(C)OC(=O)N1CC2(C1)CN(CC2=NOC)C2=C(C=C1C(C(=CN(C1=N2)C2=C(C=C(C=C2)F)F)C(=O)O)=O)F (7-[2-(t-butoxycarbonyl)-8-(methoxyimino)-2,6-diazaspiro[3,4]oct-6-yl]-1-(2,4-difluorophenyl)-6-fluoro-4-oxo-1,4-dihydro-1,8-naphthyridine-3-carboxylic acid). Yield: 84.3%. Reaction SMILES: [F:1][C:2]1[CH:7]=[C:6]([F:8])[CH:5]=[CH:4][C:3]=1[N:9]1[C:18]2[C:13](=[CH:14][C:15]([F:20])=[C:16](Cl)[N:17]=2)[C:12](=[O:21])[C:11]([C:22]([OH:24])=[O:23])=[CH:10]1.[CH3:25][O:26][N:27]=[C:28]1[C:32]2([CH2:35][N:34]([C:36]([O:38][C:39]([CH3:42])([CH3:41])[CH3:40])=[O:37])[CH2:33]2)[CH2:31][NH:30][CH2:29]1.C(#N)C>C(N(CC)CC)C>[C:39]([O:38][C:36]([N:34]1[CH2:35][C:32]2([C:28](=[N:27][O:26][CH3:25])[CH2:29][N:30]([C:16]3[N:17]=[C:18]4[C:13]([C:12](=[O:21])[C:11]([C:22]([OH:24])=[O:23])=[CH:10][N:9]4[C:3]4[CH:4]=[CH:5][C:6]([F:8])=[CH:7][C:2]=4[F:1])=[CH:14][C:15]=3[F:20])[CH2:31]2)[CH2:33]1)=[O:37])([CH3:42])([CH3:41])[CH3:40]. Procedure details: 110 mg of 1-(2,4-difluorophenyl)-6-fluoro-7-chloro-4-oxo-1,4-dihydro-1,8-naphthyridine-3-carboxylic acid and 120 mg of t-butyl 8-(methoxyimino)-2,6-diazaspiro[3,4]octane-2-carboxylate were added to 10 ml of acetonitrile and thereto 0.5 ml of triethylamine was added dropwise. The resulting mixture was stirred for 4 hours at 50° C. and then for 2 hours at the room temperature. The precilitated solid was filtered and dried to give 150 mg of the titled compound(yield: 79.9%). Yields the product CN1CCN(c2cnc(-c3cccc(Cn4nc(-c5cnn(C)c5)ccc4=O)c3)nc2)CC1. Reaction SMILES: [CH2:70]1[O:71][CH2:72][CH2:73][CH2:74]1.[CH3:14][N:15]1[CH2:16][CH2:17][N:18]([c:21]2[cH:22][n:23][c:24](-[c:27]3[cH:28][c:29]([CH2:33][OH:34])[cH:30][cH:31][cH:32]3)[n:25][cH:26]2)[CH2:19][CH2:20]1.[CH3:1][n:2]1[n:3][cH:4][c:5](-[c:7]2[cH:8][cH:9][c:10](=[O:13])[nH:11][n:12]2)[cH:6]1.[N:54]([C:55]([O:56][C:57]([CH3:58])([CH3:59])[CH3:60])=[O:61])=[N:62][C:63]([O:64][C:65]([CH3:66])([CH3:67])[CH3:68])=[O:69].[O:75]=[CH:76][N:77]([CH3:78])[CH3:79].[c:35]1([P:36]([c:37]2[cH:38][cH:39][cH:40][cH:41][cH:42]2)[c:43]2[cH:44][cH:45][cH:46][cH:47][cH:48]2)[cH:49][cH:50][cH:51][cH:52][cH:53]1>>[CH3:1][n:2]1[n:3][cH:4][c:5](-[c:7]2[cH:8][cH:9][c:10](=[O:13])[n:11]([CH2:33][c:29]3[cH:28][c:27](-[c:24]4[n:23][cH:22][c:21]([N:18]5[CH2:17][CH2:16][N:15]([CH3:14])[CH2:20][CH2:19]5)[cH:26][n:25]4)[cH:32][cH:31][cH:30]3)[n:12]2)[cH:6]1. Reactants: C1CCOC1, CN1CCN(c2cnc(-c3cccc(CO)c3)nc2)CC1, Cn1cc(-c2ccc(=O)[nH]n2)cn1, CC(C)(C)OC(=O)N=NC(=O)OC(C)(C)C, CN(C)C=O, c1ccc(P(c2ccccc2)c2ccccc2)cc1. Reactants: NC1=CC=C(C=C1)C1=NN(C2=NC=NC(=C21)N)[C@@H]2CC[C@@H](CC2)N2CCN(CC2)C (cis-3-(4-Aminophenyl)-1-[4-(4-methylpiperazino)cyclohexyl]-1H-pyrazolo[3,4-d]pyrimidin-4-amine), C1(=CC(=CC=C1)N=C=O)C (m-Tolylisocyanate). The solvent is N1=CC=CC=C1 (pyridine). Yields the product NC1=C2C(=NC=N1)N(N=C2C2=CC=C(C=C2)NC(=O)NC2=CC(=CC=C2)C)[C@@H]2CC[C@@H](CC2)N2CCN(CC2)C (cis-N-(4-{4-Amino-1-[4-(4-methylpiperazino)cyclohexyl]-1H-pyrazolo[3,4-d]pyrimidin-3-yl}phenyl)-N′-(3-methylphenyl)urea). Yield: 301.3%. RXN SMILES: [NH2:1][C:2]1[CH:7]=[CH:6][C:5]([C:8]2[C:16]3[C:11](=[N:12][CH:13]=[N:14][C:15]=3[NH2:17])[N:10]([C@H:18]3[CH2:23][CH2:22][C@@H:21]([N:24]4[CH2:29][CH2:28][N:27]([CH3:30])[CH2:26][CH2:25]4)[CH2:20][CH2:19]3)[N:9]=2)=[CH:4][CH:3]=1.[C:31]1([CH3:40])[CH:36]=[CH:35][CH:34]=[C:33]([N:37]=[C:38]=[O:39])[CH:32]=1>N1C=CC=CC=1>[NH2:17][C:15]1[N:14]=[CH:13][N:12]=[C:11]2[N:10]([C@H:18]3[CH2:23][CH2:22][C@@H:21]([N:24]4[CH2:25][CH2:26][N:27]([CH3:30])[CH2:28][CH2:29]4)[CH2:20][CH2:19]3)[N:9]=[C:8]([C:5]3[CH:4]=[CH:3][C:2]([NH:1][C:38]([NH:37][C:33]4[CH:34]=[CH:35][CH:36]=[C:31]([CH3:40])[CH:32]=4)=[O:39])=[CH:7][CH:6]=3)[C:16]=12. Procedure: cis-3-(4-Aminophenyl)-1-[4-(4-methylpiperazino)cyclohexyl]-1H-pyrazolo[3,4-d]pyrimidin-4-amine (50 mg, 0.123 mmol) was dissolved in pyridine (3.5 mL) then cooled to 0° C. m-Tolylisocyanate (18 mg, 0.135 mmol) was added and the reaction was allowed to warm to room temperature over 16 hours. The reaction mixture was concentrated under reduced pressure to yield a pale yellow oil (200 mg). Purification was achieved by RP-HPLC (Waters PrepLC 4000, flow rate: 10 mL/min. λ=254 nm Gradient: 10% to 30% a... Reactants: CN(C)CCN, COc1ccc(COc2cncc3c2-c2nn(C)c4ccc(Cl)c(c24)C3=O)cc1, Cc1ccc(S(=O)(=O)Oc2ccc3c4c(nn3C)-c3cnccc3C(=O)c24)cc1, c1ccncc1. Yields the product CN(C)CCNc1ccc2c3c(nn2C)-c2cnccc2C(=O)c13. Reaction SMILES: [CH3:1][N:2]([CH2:3][CH2:4][NH2:5])[CH3:6].[CH3:36][O:37][c:38]1[cH:39][cH:40][c:41]([CH2:42][O:43][c:44]2[c:45]3[c:59]([cH:60][n:61][cH:62]2)[C:57](=[O:58])[c:55]2[c:53]([Cl:54])[cH:52][cH:51][c:50]4[n:48]([CH3:49])[n:47][c:46]-3[c:56]42)[cH:63][cH:64]1.[CH3:7][n:8]1[n:9][c:10]2[c:11]3[c:12]([c:13]([O:17][S:18]([c:19]4[cH:20][cH:21][c:22]([CH3:23])[cH:24][cH:25]4)(=[O:26])=[O:27])[cH:14][cH:15][c:16]13)[C:28](=[O:35])[c:29]1[cH:30][cH:31][n:32][cH:33][c:34]1-2.[cH:65]1[cH:66][cH:67][n:68][cH:69][cH:70]1>>[CH3:1][N:2]([CH2:3][CH2:4][NH:5][c:13]1[c:12]2[c:11]3[c:10]([n:9][n:8]([CH3:7])[c:16]3[cH:15][cH:14]1)-[c:34]1[c:29]([cH:30][cH:31][n:32][cH:33]1)[C:28]2=[O:35])[CH3:6]. The reactants are CN1C(N(C(C=C1N1CCN(CC1)CCCOC1=CC=C(C=C1)[N+](=O)[O-])=O)C)=O (1,3-dimethyl-6-{4-[3-(4-nitrophenoxy)propyl]piperazin-1-yl}-2,4(1H,3H)-pyrimidinedione), Cl.CO (hydrochloric acid methanol). The product is Cl.CN1C(N(C(C=C1N1CCN(CC1)CCCOC1=CC=C(C=C1)[N+](=O)[O-])=O)C)=O (1,3-dimethyl-6-{4-[3-(4-nitrophenoxy)propyl]piperazin-1-yl}-2,4(1H,3H)-pyrimidinedione hydrochloride). As a reaction SMILES: [CH3:1][N:2]1[C:7]([N:8]2[CH2:13][CH2:12][N:11]([CH2:14][CH2:15][CH2:16][O:17][C:18]3[CH:23]=[CH:22][C:21]([N+:24]([O-:26])=[O:25])=[CH:20][CH:19]=3)[CH2:10][CH2:9]2)=[CH:6][C:5](=[O:27])[N:4]([CH3:28])[C:3]1=[O:29].[ClH:30].CO>>[ClH:30].[CH3:1][N:2]1[C:7]([N:8]2[CH2:13][CH2:12][N:11]([CH2:14][CH2:15][CH2:16][O:17][C:18]3[CH:23]=[CH:22][C:21]([N+:24]([O-:26])=[O:25])=[CH:20][CH:19]=3)[CH2:10][CH2:9]2)=[CH:6][C:5](=[O:27])[N:4]([CH3:28])[C:3]1=[O:29] |f:1.2,3.4|. Procedure: Furthermore, the thus obtained 1,3-dimethyl-6-{4-[3-(4-nitrophenoxy)propyl]piperazin-1-yl}-2,4(1H,3H)-pyrimidinedione was treated with a hydrochloric acid/methanol solution in a usual manner to obtain 1,3-dimethyl-6-{4-[3-(4-nitrophenoxy)propyl]piperazin-1-yl}-2,4(1H,3H)-pyrimidinedione hydrochloride (compound 35). Reactants: COC(CC=1C(N(C2=CC(=CC=C2C1)O)CC1=CC=CC=C1)=O)=O ((1-benzyl-7-hydroxy-2-oxo-1,2-dihydro-quinolin-3-yl)-acetic acid methyl ester), COC(C)=O (acetic acid methyl ester), C(C)(C)(C)OC(NCCCCBr)=O ((4-bromobutyl)carbamic acid tert-butyl ester). Product: COC(CC=1C(N(C2=CC(=CC=C2C1)OCCCCNC(=O)OC(C)(C)C)CC1=CC=CC=C1)=O)=O ([7-(4-tert-Butoxycarbonylaminobutoxy)-1-benzyl-2-oxo-1,2-dihydro-quinolin-3-yl]acetic acid methyl ester). Procedure details: The title compound is prepared using the conditions of Example 75 and (1-benzyl-7-hydroxy-2-oxo-1,2-dihydro-quinolin-3-yl)-acetic acid methyl ester in place of 7-hydroxy-2-oxo-1,2,3,4-tetrahydro-quinolin-3-yl)acetic acid methyl ester and (4-bromobutyl)carbamic acid tert-butyl ester in place of (2-bromoethyl) carbamic acid tert-butyl ester. Reaction SMILES: [CH3:1][O:2][C:3](=[O:24])[CH2:4][C:5]1[C:6](=[O:23])[N:7]([CH2:16][C:17]2[CH:22]=[CH:21][CH:20]=[CH:19][CH:18]=2)[C:8]2[C:13]([CH:14]=1)=[CH:12][CH:11]=[C:10]([OH:15])[CH:9]=2.COC(=O)C.[C:30]([O:34][C:35](=[O:42])[NH:36][CH2:37][CH2:38][CH2:39][CH2:40]Br)([CH3:33])([CH3:32])[CH3:31]>>[CH3:1][O:2][C:3](=[O:24])[CH2:4][C:5]1[C:6](=[O:23])[N:7]([CH2:16][C:17]2[CH:22]=[CH:21][CH:20]=[CH:19][CH:18]=2)[C:8]2[C:13]([CH:14]=1)=[CH:12][CH:11]=[C:10]([O:15][CH2:40][CH2:39][CH2:38][CH2:37][NH:36][C:35]([O:34][C:30]([CH3:31])([CH3:33])[CH3:32])=[O:42])[CH:9]=2.